Dataset: the Open Reaction Database (ORD), a public repository of structured organic reaction records. Task: describe an organic reaction: reactants, conditions, products, and yield Reactants: C(CCC)OC1=NC(=C2N=C(N(C2=N1)CCCC1NCCCC1)OC)N (2-(butyloxy)-8-(methyloxy)-9-[3-(2-piperidinyl)propyl]-9H-purin-6-amine), ICC(C)C (1-iodo-2-methylpropane). The product is NC1=C2NC(N(C2=NC(=N1)OCCCC)CCCC1N(CCCC1)CC(C)C)=O (6-Amino-2-(butyloxy)-9-{3-[1-(2-methylpropyl)-2-piperidinyl]propyl}-7,9-dihydro-8H-purin-8-one). Reaction SMILES: [CH2:1]([O:5][C:6]1[N:14]=[C:13]2[C:9]([N:10]=[C:11]([O:24]C)[N:12]2[CH2:15][CH2:16][CH2:17][CH:18]2[CH2:23][CH2:22][CH2:21][CH2:20][NH:19]2)=[C:8]([NH2:26])[N:7]=1)[CH2:2][CH2:3][CH3:4].I[CH2:28][CH:29]([CH3:31])[CH3:30]>>[NH2:26][C:8]1[N:7]=[C:6]([O:5][CH2:1][CH2:2][CH2:3][CH3:4])[N:14]=[C:13]2[C:9]=1[NH:10][C:11](=[O:24])[N:12]2[CH2:15][CH2:16][CH2:17][CH:18]1[CH2:23][CH2:22][CH2:21][CH2:20][N:19]1[CH2:28][CH:29]([CH3:31])[CH3:30]. Procedure: Prepared similarly to Example 14 from 2-(butyloxy)-8-(methyloxy)-9-[3-(2-piperidinyl)propyl]-9H-purin-6-amine and 1-iodo-2-methylpropane. Reactants: BrCC(=O)C1=CC(=C2CN(C(N(C2=C1)C1=C(C=CC=C1Cl)Cl)=O)CC1=CC=C(C=C1)OC)C1=C(C=CC=C1)Cl (7-(bromoacetyl)-5-(2-chlorophenyl)-1-(2,6-dichlorophenyl)-3-(4-methoxybenzyl)-3,4-dihydroquinazolin-2(1H)-one), N1CCOCC1 (morpholine), amine. The product is ClC1=C(C=CC=C1)C1=C2CNC(N(C2=CC(=C1)C(CN1CCN(CC1)C(C)C)=O)C1=C(C=CC=C1Cl)Cl)=O (5-(2-Chlorophenyl)-1-(2,6-dichlorophenyl)-7-[(4-isopropylpiperazin-1-yl)acetyl]-3,4-dihydroquinazolin-2(1H)-one). RXN SMILES: Br[CH2:2][C:3]([C:5]1[CH:14]=[C:13]2[C:8]([CH2:9][N:10](CC3C=CC(OC)=CC=3)[C:11](=[O:23])[N:12]2[C:15]2[C:20]([Cl:21])=[CH:19][CH:18]=[CH:17][C:16]=2[Cl:22])=[C:7]([C:33]2[CH:38]=[CH:37][CH:36]=[CH:35][C:34]=2[Cl:39])[CH:6]=1)=[O:4].[NH:40]1[CH2:45][CH2:44]O[CH2:42][CH2:41]1>>[Cl:39][C:34]1[CH:35]=[CH:36][CH:37]=[CH:38][C:33]=1[C:7]1[CH:6]=[C:5]([C:3](=[O:4])[CH2:2][N:40]2[CH2:45][CH2:44][N:12]([CH:13]([CH3:14])[CH3:8])[CH2:42][CH2:41]2)[CH:14]=[C:13]2[C:8]=1[CH2:9][NH:10][C:11](=[O:23])[N:12]2[C:15]1[C:16]([Cl:22])=[CH:17][CH:18]=[CH:19][C:20]=1[Cl:21]. Procedure details: The title compound was prepared from 7-(bromoacetyl)-5-(2-chlorophenyl)-1-(2,6-dichlorophenyl)-3-(4-methoxybenzyl)-3,4-dihydroquinazolin-2(1H)-one and using morpholine as an amine as described in EXAMPLE ABA1. 1H NMR (CDCl3, 500MHz): δ 7.53-7.27 (m, 8H); 6.92 (s, 1H); 5.91 (brs, 1H); 4.45 (d, J=15.5 Hz, 1H); 4.28 (d, J=15.5 Hz, 1H); 3.64 (m, 4H); 3.55 (Abq, J=3.7, 15.8 Hz, 2H); 2.44 (m, 4H). Mass spectrum (ESI): 530 (M+1). The reactants are ClC1=C(C=C(C=C1)NC1=NN=C(O1)C1=CC=C(C=C1)O)C(F)(F)F (4-(5-{[4-chloro-3-(trifluoromethyl)-phenyl]amino}-1,3,4-oxadiazol-2-yl)phenol), C(=O)([O-])[O-].[K+].[K+] (K2CO3), BrN1CN=CC=C1 (3-bromopyrimidine), C[Si](C)(C)[N-][Si](C)(C)C.[K+] (potassium bis(trimethylsilyl)amide). The solvent is CN(C)C=O (DMF), CO (MeOH). Run at temperature 80 celsius. Yields the product FC(C(=O)O)(F)F.ClC1=C(C=C(C=C1)NC=1OC(=NN1)C1=CC=C(C=C1)OC=1C=NC=NC1)C(F)(F)F (N-[4-chloro-3-(trifluoromethyl)phenyl]-5-[4-(pyrimidin-5-yloxy)phenyl]-1,3,4-oxadiazol-2-amine trifluoroacetate salt), white crystalline solid. As a reaction SMILES: [Cl:1][C:2]1[CH:7]=[CH:6][C:5]([NH:8][C:9]2[O:13][C:12]([C:14]3[CH:19]=[CH:18][C:17]([OH:20])=[CH:16][CH:15]=3)=[N:11][N:10]=2)=[CH:4][C:3]=1[C:21]([F:24])([F:23])[F:22].C[Si]([N-][Si](C)(C)C)(C)C.[K+].[C:35]([O-:38])([O-])=[O:36].[K+].[K+].Br[N:42]1[CH:47]=[CH:46][CH:45]=[N:44][CH2:43]1>CN(C=O)C.CO>[F:22][C:21]([F:24])([F:23])[C:35]([OH:38])=[O:36].[Cl:1][C:2]1[CH:7]=[CH:6][C:5]([NH:8][C:9]2[O:13][C:12]([C:14]3[CH:15]=[CH:16][C:17]([O:20][C:46]4[CH:47]=[N:42][CH:43]=[N:44][CH:45]=4)=[CH:18][CH:19]=3)=[N:11][N:10]=2)=[CH:4][C:3]=1[C:21]([F:22])([F:23])[F:24] |f:1.2,3.4.5,9.10|. Procedure details: 4-(5-{[4-chloro-3-(trifluoromethyl)-phenyl]amino}-1,3,4-oxadiazol-2-yl)phenol (100 mg, 0.281 mmol) was dissolved in ca. 2 mL of anhydrous DMF under argon. Solid potassium bis(trimethylsilyl)amide (140.2 mg, 0.702 mmol) was added and the resulting yellow solution was heated at 80° C. for 15 min. Then solid K2CO3 (19.4 mg, 0.140 mmol) was added, followed by 3-bromopyrimidine (89.4 mg, 0.562 mmol). The reaction mixture was microwaved at 200° C. for 15 min. Then it was diluted with 1 mL of MeOH, fil... The reactants are N(=O)[O-].[Na+] (Sodium nitrite), NC1=CC(=NN1CCO)C (5-Amino-1-(2-hydroxyethyl)-3-methylpyrazole). Solvent: O (water), O (water), C(C)(=O)O (acetic acid). Conditions: temperature 0 celsius, time 1 hour. The product is NC1=C(C(=NN1CCO)C)N=O (5-Amino-1-(2-hydroxyethyl)-3-methyl-4-nitrosopyrazole). Isolated yield 70.5%. Reaction SMILES: [NH2:1][C:2]1[N:6]([CH2:7][CH2:8][OH:9])[N:5]=[C:4]([CH3:10])[CH:3]=1.[N:11]([O-])=[O:12].[Na+]>O.C(O)(=O)C>[NH2:1][C:2]1[N:6]([CH2:7][CH2:8][OH:9])[N:5]=[C:4]([CH3:10])[C:3]=1[N:11]=[O:12] |f:1.2|. Reported procedure: 5-Amino-1-(2-hydroxyethyl)-3-methylpyrazole (Bull. soc. chim. France, 255 (1975)) (1.41 g, 10 mmoles) was dissolved in a mixture of water (7 ml) and glacial acetic acid (1.4 ml). Sodium nitrite (0.8 g, 11.6 mmoles) in water (7 ml) was added dropwise over 0.5 hour at 0° C. The red solution was stirred at 0° C., and after 1 hour, the solid which had precipitated was filtered off and dried in vacuo giving the title compound as a red solid (1.2 g, 70%).